Task: describe an organic reaction: reactants, conditions, products, and yield. Dataset: the Open Reaction Database (ORD), a public repository of structured organic reaction records Starting materials: COC(CC(C#CCCCO)C1=CC(=C(C=C1)OC)OC1CCCC1)=O ((+/-)-Methyl-3-(3-cyclopentyloxy-4-methoxyphenyl)-8-hydroxyoct-4-ynoate), [(N-propan-2-ol)-carboxamido]-1-phenylbut-1-yne, CCOCC (ether), [Cr](=O)(=O)([O-])O[Cr](=O)(=O)[O-].[NH+]1=CC=CC=C1.[NH+]1=CC=CC=C1 (pyridinium dichromate), C(C)(=O)OC(C)=O (acetic anhydride). Solvent: ClCCl (dichloromethane), ClCCl (dichloromethane). Reaction conditions: time 3 day. The product is C1(CCCC1)OC=1C=C(C=CC1OC)C(C#CC1=CC=CC=C1)CC=1OC(=CN1)C ((+/-)-3-(3-cyclopentyloxy-4-methoxyphenyl)-4-(5-methyloxazol-2-yl)-1-phenylbut-1-yne). Isolated yield 64.0%. Reaction SMILES: [Cr](O[Cr]([O-])(=O)=O)([O-])(=O)=[O:2].[NH+:10]1[CH:15]=[CH:14][CH:13]=[CH:12][CH:11]=1.[NH+]1C=C[CH:19]=[CH:18][CH:17]=1.[C:22]([O:25][C:26](=O)[CH3:27])(=O)[CH3:23].COC(=O)C[CH:33]([C:40]1[CH:45]=[CH:44][C:43](OC)=[C:42](OC2CCCC2)[CH:41]=1)[C:34]#[C:35][CH2:36][CH2:37][CH2:38]O.C[CH2:56][O:57][CH2:58]C>ClCCl>[CH:22]1([O:25][C:26]2[CH:27]=[C:36]([CH:35]([CH2:14][C:15]3[O:2][C:12]([CH3:13])=[CH:11][N:10]=3)[C:34]#[C:33][C:40]3[CH:41]=[CH:42][CH:43]=[CH:44][CH:45]=3)[CH:37]=[CH:38][C:56]=2[O:57][CH3:58])[CH2:19][CH2:18][CH2:17][CH2:23]1 |f:0.1.2|. Procedure: To a suspension of pyridinium dichromate (0.38 g, 1.0 mmol) and acetic anhydride (0.4 mL, 4.2 mmol) in dichloromethane (15 mL) was rapidly added a solution of (+/-)-3-(3-cyclopentyloxy-4-methoxyphenyl)-4-[(N-propan-2-ol)-carboxamido]-1-phenylbut-1-yne (0.59 g, 1.4 mmol) in dichloromethane (5 mL) and the reaction was refluxed under an argon atmosphere for 7 h, then at room temperature for 3 d. The reaction was diluted with ether (30 mL), was filtered through Celite and was evaporated. Purificatio... The product is NC1=C(C=NN1C1=CC=C(C=C1)F)C(C1=CC(=CC=C1)OC[C@H]1COC(O1)(C)C)=O (5-amino-1-(4-fluorophenyl) 4-{3-[(2,2-dimethyl-1,3-dioxolan-5(S)-yl)methoxy]benzoyl}pyrazole). Reported procedure: To a solution of 5-amino-1-(4-fluorophenyl)-4-[3-{2(S),3-dihydroxypropoxy} benzoyl]pyrazole (0.6 g, 1.6 mmol) in 30 ml acetone was added zinc chloride (0.34 g, 2.6 mmol). The reaction mixture was stirred and heated at reflux. After 13 hours, the reaction mixture was concentrated to dryness and the product was purified by flash column chromatography on silica gel using 40% EtOAc/Hexane as elutent. The product was stirred with 1:1 ether/hexane and 125 mg of 5-amino-1-(4-fluorophenyl) 4-{3-[(2,2-di... Conditions: time 13 hour. Starting materials: NC1=C(C=NN1C1=CC=C(C=C1)F)C(C1=CC(=CC=C1)OC[C@H](CO)O)=O (5-amino-1-(4-fluorophenyl)-4-[3-{2(S),3-dihydroxypropoxy} benzoyl]pyrazole), CC(=O)C (acetone). Reaction SMILES: [NH2:1][C:2]1[N:6]([C:7]2[CH:12]=[CH:11][C:10]([F:13])=[CH:9][CH:8]=2)[N:5]=[CH:4][C:3]=1[C:14](=[O:27])[C:15]1[CH:20]=[CH:19][CH:18]=[C:17]([O:21][CH2:22][C@@H:23]([OH:26])[CH2:24][OH:25])[CH:16]=1.[CH3:28][C:29]([CH3:31])=O>[Cl-].[Zn+2].[Cl-]>[NH2:1][C:2]1[N:6]([C:7]2[CH:8]=[CH:9][C:10]([F:13])=[CH:11][CH:12]=2)[N:5]=[CH:4][C:3]=1[C:14](=[O:27])[C:15]1[CH:20]=[CH:19][CH:18]=[C:17]([O:21][CH2:22][C@@H:23]2[O:26][C:29]([CH3:31])([CH3:28])[O:25][CH2:24]2)[CH:16]=1 |f:2.3.4|. The reagents and catalysts are [Cl-].[Zn+2].[Cl-] (zinc chloride). The reactants are E2, FC=1C=C(OC2=CC=C(C=C2)CCO)C=CC1F (2-(4-(3,4-difluorophenoxy)phenyl)ethanol), ClC1=NC(N2C(N(CCC2)C)=C1)=O (8-chloro-1-methyl-3,4-dihydro-1H-pyrimido[1,6-a]pyrimidin-6(2H)-one). Yields the product FC=1C=C(OC2=CC=C(CCOC3=NC(N4C(N(CCC4)C)=C3)=O)C=C2)C=CC1F (8-(4-(3,4-difluorophenoxy)phenethoxy)-1-methyl-3,4-dihydro-1H-pyrimido[1,6-a]pyrimidin-6(2H)-one). Reaction SMILES: [F:1][C:2]1[CH:3]=[C:4]([CH:15]=[CH:16][C:17]=1[F:18])[O:5][C:6]1[CH:11]=[CH:10][C:9]([CH2:12][CH2:13][OH:14])=[CH:8][CH:7]=1.Cl[C:20]1[CH:30]=[C:24]2[N:25]([CH3:29])[CH2:26][CH2:27][CH2:28][N:23]2[C:22](=[O:31])[N:21]=1>>[F:1][C:2]1[CH:3]=[C:4]([CH:15]=[CH:16][C:17]=1[F:18])[O:5][C:6]1[CH:7]=[CH:8][C:9]([CH2:12][CH2:13][O:14][C:20]2[CH:30]=[C:24]3[N:25]([CH3:29])[CH2:26][CH2:27][CH2:28][N:23]3[C:22](=[O:31])[N:21]=2)=[CH:10][CH:11]=1. Reported procedure: The title compound or its salt was prepared by a procedure similar to that described for E2 starting from 2-(4-(3,4-difluorophenoxy)phenyl)ethanol and 8-chloro-1-methyl-3,4-dihydro-1H-pyrimido[1,6-a]pyrimidin-6(2H)-one. Reactants: C1=C(C=CC2=CC=CC=C12)C=CC(CC(=O)OC)=O (methyl 5-(2-naphthyl)-3-oxo-4-pentenoate), C(C)NC=C(C(=O)OC)C(C=CC1=CC2=CC=CC=C2C=C1)=O (methyl 2-[(ethylamino)-methylene]-5-(2-naphthyl)-3-oxo-4-pentenoate), COC(N(C)C)OC (dimethylformamide dimethylacetal), C(C)N (ethylamine). Solvent: C1(=CC=CC=C1)C (toluene), C1(=CC=CC=C1)C (toluene). Conditions: time 20 hour. The product is C(C)N1C=C(C(=O)O)C(C=C1C1=CC2=CC=CC=C2C=C1)=O (1-ethyl-1,4-dihydro-6-(2-naphthyl)-4-oxonicotinic acid). As a reaction SMILES: C1C2C(=CC=CC=2)C=CC=1C=CC(=O)CC(OC)=O.COC(OC)N(C)C.C(N)C.[CH2:31]([NH:33][CH:34]=[C:35]([C:40](=[O:53])[CH:41]=[CH:42][C:43]1[CH:52]=[CH:51][C:50]2[C:45](=[CH:46][CH:47]=[CH:48][CH:49]=2)[CH:44]=1)[C:36]([O:38]C)=[O:37])[CH3:32]>C1(C)C=CC=CC=1>[CH2:31]([N:33]1[C:42]([C:43]2[CH:52]=[CH:51][C:50]3[C:45](=[CH:46][CH:47]=[CH:48][CH:49]=3)[CH:44]=2)=[CH:41][C:40](=[O:53])[C:35]([C:36]([OH:38])=[O:37])=[CH:34]1)[CH3:32]. Procedure details: 9 G. of methyl 5-(2-naphthyl)-3-oxo-4-pentenoate and 4.7 g. of dimethylformamide dimethylacetal were dissolved in 100 ml. of toluene and stirred at 60° C. for 22 hours. After cooling, the reaction mixture was evaporated. There were obtained about 10 g. of a dark red, viscous oil, which was treated with a solution of 100 g. of ethylamine in 1 l. of toluene. The reaction mixture was stirred at room temperature for 20 hours, evaporated and the crude product was purified by column chromatography [si... The reactants are CCOC(C)=O, CCCCCC, CCN(C(C)C)C(C)C, O=C(Oc1ccc([N+](=O)[O-])cc1)N1C(=O)OC(COC2CCCCO2)C1c1ccc(F)c(F)c1, N#Cc1ccccc1N1CCC(N2CCC(N)C2)CC1. The product is N#Cc1ccccc1N1CCC(N2CCC(NC(=O)N3C(=O)OC(COC4CCCCO4)C3c3ccc(F)c(F)c3)C2)CC1. Reaction SMILES: [CH3:64][CH2:65][O:66][C:67](=[O:68])[CH3:69].[CH3:70][CH2:71][CH2:72][CH2:73][CH2:74][CH3:75].[CH:21]([N:22]([CH2:23][CH3:24])[CH:25]([CH3:26])[CH3:27])([CH3:28])[CH3:29].[N+:30]([c:31]1[cH:32][cH:33][c:34]([O:39][C:40](=[O:35])[N:42]2[C:43](=[O:63])[O:44][CH:45]([CH2:55][O:56][CH:57]3[O:58][CH2:59][CH2:60][CH2:61][CH2:62]3)[CH:46]2[c:47]2[cH:48][c:49]([F:54])[c:50]([F:53])[cH:51][cH:52]2)[cH:36][cH:37]1)([O-:38])=[O:41].[NH2:1][CH:2]1[CH2:3][N:4]([CH:7]2[CH2:8][CH2:9][N:10]([c:13]3[c:14]([C:15]#[N:16])[cH:17][cH:18][cH:19][cH:20]3)[CH2:11][CH2:12]2)[CH2:5][CH2:6]1>>[NH:1]([CH:2]1[CH2:3][N:4]([CH:7]2[CH2:8][CH2:9][N:10]([c:13]3[c:14]([C:15]#[N:16])[cH:17][cH:18][cH:19][cH:20]3)[CH2:11][CH2:12]2)[CH2:5][CH2:6]1)[C:40](=[O:39])[N:42]1[C:43](=[O:63])[O:44][CH:45]([CH2:55][O:56][CH:57]2[O:58][CH2:59][CH2:60][CH2:61][CH2:62]2)[CH:46]1[c:47]1[cH:48][c:49]([F:54])[c:50]([F:53])[cH:51][cH:52]1. The reactants are CSC1=CC=C(C=C1)CC(=O)O (4-methylthiophenylacetic acid), S(=O)(Cl)Cl (thionyl chloride). Conditions: temperature 90 celsius. The product is CSC1=CC=C(C=C1)CC(=O)Cl (4-methylthiophenylacetyl chloride). Yield: 68.7%. RXN SMILES: [CH3:1][S:2][C:3]1[CH:8]=[CH:7][C:6]([CH2:9][C:10]([OH:12])=O)=[CH:5][CH:4]=1.S(Cl)([Cl:15])=O>>[CH3:1][S:2][C:3]1[CH:8]=[CH:7][C:6]([CH2:9][C:10]([Cl:15])=[O:12])=[CH:5][CH:4]=1. Reported procedure: A mixture of 158 g (0.87 mole) of 4-methylthiophenylacetic acid and 150 ml (2 moles) of thionyl chloride was heated at 90° C. for 2 hours. After completion of the reaction, an excess of thionyl chloride was distilled off under reduced pressure, giving about 120 g of 4-methylthiophenylacetyl chloride as a black oily product. The oily product thus obtained was subjected to the subsequent reaction without isolation and purification. The yield is 93.3%. Procedure: To 27.0 g (81.8 mmol) of 2-(2,6-dichloro-4-pyridyl)-6-ethyl-5-methoxycarbonyl5,6-dihydropyrimidin-4-one in 500 mL of dimethylformamide was added at 0° C. over 30 min via a solid addition funnel 19.3 g (172 mmol) of potassium-t-butoxide followed by the dropwise addition over 15 min of 13.3 g (85.2 mmol) of iodoethane. The reaction was stirred at 0° C. for one hour before quenching onto 700 mL of ice water. The aqueous was acidified to pH=1 (conc. HCl) and extracted with EtOAc (3×400 mL). The orga... Starting materials: ClC1=NC(=CC(=C1)C=1NC(C(C(N1)=O)C(=O)OC)CC)Cl (2-(2,6-dichloro-4-pyridyl)-6-ethyl-5-methoxycarbonyl5,6-dihydropyrimidin-4-one), CC(C)([O-])C.[K+] (potassium-t-butoxide), ICC (iodoethane). Run at temperature 0 celsius, time 1 hour. Run in CN(C=O)C (dimethylformamide). As a reaction SMILES: [Cl:1][C:2]1[CH:7]=[C:6]([C:8]2[NH:9][CH:10]([CH2:19][CH3:20])[CH:11]([C:15]([O:17][CH3:18])=[O:16])[C:12](=[O:14])[N:13]=2)[CH:5]=[C:4]([Cl:21])[N:3]=1.[CH3:22][C:23](C)([O-])C.[K+].ICC>CN(C)C=O>[Cl:1][C:2]1[CH:7]=[C:6]([C:8]2[NH:9][CH:10]([CH2:19][CH3:20])[C:11]([CH2:22][CH3:23])([C:15]([O:17][CH3:18])=[O:16])[C:12](=[O:14])[N:13]=2)[CH:5]=[C:4]([Cl:21])[N:3]=1 |f:1.2|. Yields the product ClC1=NC(=CC(=C1)C=1NC(C(C(N1)=O)(C(=O)OC)CC)CC)Cl (2-(2,6-dichloro-4-pyridyl)-5,6-diethyl-5-methoxycarbonyl-5,6-dihydropyrimidin-4-one). Product: CCOC(=O)c1cnc(SC)nc1. As a reaction SMILES: [CH3:15][C:16](=[O:17])[OH:18].[CH3:19][CH2:20][OH:21].[Cl:1][c:2]1[n:3][c:4]([S:13][CH3:14])[n:5][cH:6][c:7]1[C:8](=[O:9])[O:10][CH2:11][CH3:12].[OH2:22].[Zn:23]>>[cH:2]1[n:3][c:4]([S:13][CH3:14])[n:5][cH:6][c:7]1[C:8](=[O:9])[O:10][CH2:11][CH3:12]. The reactants are CC(=O)O, CCO, CCOC(=O)c1cnc(SC)nc1Cl, O, [Zn]. The reactants are C(CCC)OC1=C(N(C(C2=CC(=C(C=C12)Cl)Cl)=O)C)C=O (4-butoxy-6,7-dichloro-2-methyl-1-oxo-1,2-dihydro-3-isoquinolinealdehyde), O1CCCC1 (tetrahydrofuran), O1CCCC1.C[Mg]Br (methylmagnesium bromide tetrahydrofuran). Solvent: O (water). Conditions: temperature 0 celsius, time 1 hour. Yields the product C(CCC)OC1=C(N(C(C2=CC(=C(C=C12)Cl)Cl)=O)C)C(C)O (4-butoxy-6,7-dichloro-3-(1-hydroxyethyl)-2-methyl-1(2H)-isoquinolinone). The yield is 13.8%. RXN SMILES: [CH2:1]([O:5][C:6]1[C:15]2[C:10](=[CH:11][C:12]([Cl:17])=[C:13]([Cl:16])[CH:14]=2)[C:9](=[O:18])[N:8]([CH3:19])[C:7]=1[CH:20]=[O:21])[CH2:2][CH2:3][CH3:4].O1CCC[CH2:23]1.O1CCCC1.C[Mg]Br>O>[CH2:1]([O:5][C:6]1[C:15]2[C:10](=[CH:11][C:12]([Cl:17])=[C:13]([Cl:16])[CH:14]=2)[C:9](=[O:18])[N:8]([CH3:19])[C:7]=1[CH:20]([OH:21])[CH3:23])[CH2:2][CH2:3][CH3:4] |f:2.3|. Procedure: To a solution of 4-butoxy-6,7-dichloro-2-methyl-1-oxo-1,2-dihydro-3-isoquinolinealdehyde (0.98 g, 24 mmol) in tetrahydrofuran (20 mmol) was added 3N methylmagnesium bromide tetrahydrofuran solution (1.5 ml, 4.5 mmol) at 0° C. and the obtained mixture was stirred at 0° C. for 1 h. The reaction mixture was poured into water and extracted with ethyl acetate. The extract was washed with brine, dried over anhydrous magnesium sulfate and concentrated under reduced pressure. The residue was recrystalli... Reactants: C(CCC)OC(C(=O)OCCCC)O (butyl glyoxylate butyl hemiacetal), C1(O)=CC=C(O)C=C1 (hydroquinone), C(CCC)OC(C(=O)OCCCC)NC(C=CC)=O (butyl methylacrylamidoglycolate butyl ether), C(C(=C)C)(=O)N (methacrylamide), COC (methyl ether). Reaction conditions: time 1.5 hour. Product: C(C(=C)C)(=O)NC(C(=O)OCCCC)O (Butyl Methacrylamidoglycolate). RXN SMILES: C(O[CH:6]([OH:14])[C:7]([O:9][CH2:10][CH2:11][CH2:12][CH3:13])=[O:8])CCC.[C:15]([NH2:20])(=[O:19])[C:16]([CH3:18])=[CH2:17].COC.C1(C=CC(O)=CC=1)O.C(OC(NC(=O)C=CC)C(OCCCC)=O)CCC>>[C:15]([NH:20][CH:6]([OH:14])[C:7]([O:9][CH2:10][CH2:11][CH2:12][CH3:13])=[O:8])(=[O:19])[C:16]([CH3:18])=[CH2:17]. Reported procedure: The procedure of example VI was again followed using the following change: butyl glyoxylate butyl hemiacetal 273 parts; methacrylamide 110 parts; methyl ether of hydroquinone 0.27 parts. The reaction was run at 70° to 75° C. for 1.5 hours. The material was not isolated, instead it was used directly to make butyl methylacrylamidoglycolate butyl ether.